From a dataset of the Open Reaction Database (ORD), a public repository of structured organic reaction records. describe an organic reaction: reactants, conditions, products, and yield Reactants: C1CCOC1, COC(=O)c1ccc(OCCCC(=O)OC(C)(C)C)c(C)c1, [Li+], [OH-], O, O. Product: Cc1cc(C(=O)O)ccc1OCCCC(=O)OC(C)(C)C. RXN SMILES: [CH2:26]1[O:27][CH2:28][CH2:29][CH2:30]1.[CH3:4][O:5][C:6]([c:7]1[cH:8][c:9]([CH3:24])[c:10]([O:13][CH2:14][CH2:15][CH2:16][C:17](=[O:18])[O:19][C:20]([CH3:21])([CH3:22])[CH3:23])[cH:11][cH:12]1)=[O:25].[Li+:3].[OH-:2].[OH2:1].[OH2:31]>>[O:5]=[C:6]([c:7]1[cH:8][c:9]([CH3:24])[c:10]([O:13][CH2:14][CH2:15][CH2:16][C:17](=[O:18])[O:19][C:20]([CH3:21])([CH3:22])[CH3:23])[cH:11][cH:12]1)[OH:25]. Reactants: aldehyde, C(=O)C=1C=C2CCCC(C2=CC1)NC(CC(NS(=O)(=O)C1=CC(=CC=C1)C(F)(F)F)C1=CC=CC=C1)=O (N-(6-formyl-1,2,3,4-tetrahydro-naphthalen-1-yl)-3-phenyl-3-(3-trifluoromethyl-benzenesulfonylamino)-propionamide), C([O-])([O-])=O.[Na+].[Na+] (sodium carbonate), CI (methyl iodide). Run in CN(C)C=O (DMF). Yields the product crude product, C(=O)C=1C=C2CCCC(C2=CC1)NC(CC(C1=CC=CC=C1)N(S(=O)(=O)C1=CC(=CC=C1)C(F)(F)F)C)=O (N-(6-formyl-1,2,3,4-tetrahydro-naphthalen-1-yl)-3-[methyl-(3-trifluoromethyl-benzenesulfonyl)-amino]-3-phenyl-propionamide). Yield: 106.3%. RXN SMILES: [CH:1]([C:3]1[CH:4]=[C:5]2[C:10](=[CH:11][CH:12]=1)[CH:9]([NH:13][C:14](=[O:37])[CH2:15][CH:16]([C:31]1[CH:36]=[CH:35][CH:34]=[CH:33][CH:32]=1)[NH:17][S:18]([C:21]1[CH:26]=[CH:25][CH:24]=[C:23]([C:27]([F:30])([F:29])[F:28])[CH:22]=1)(=[O:20])=[O:19])[CH2:8][CH2:7][CH2:6]2)=[O:2].[C:38](=O)([O-])[O-].[Na+].[Na+].CI>CN(C=O)C>[CH:1]([C:3]1[CH:4]=[C:5]2[C:10](=[CH:11][CH:12]=1)[CH:9]([NH:13][C:14](=[O:37])[CH2:15][CH:16]([N:17]([CH3:38])[S:18]([C:21]1[CH:26]=[CH:25][CH:24]=[C:23]([C:27]([F:30])([F:28])[F:29])[CH:22]=1)(=[O:20])=[O:19])[C:31]1[CH:32]=[CH:33][CH:34]=[CH:35][CH:36]=1)[CH2:8][CH2:7][CH2:6]2)=[O:2] |f:1.2.3|. Procedure: The aldehyde, N-(6-formyl-1,2,3,4-tetrahydro-naphthalen-1-yl)-3-phenyl-3-(3-trifluoromethyl-benzenesulfonylamino)-propionamide (0.11 g), was stirred in dry DMF (5 mL) with sodium carbonate (0.2 g) and methyl iodide (0.2 mL) at RT for 3 days. Aqueous workup gave the crude product, N-(6-formyl-1,2,3,4-tetrahydro-naphthalen-1-yl)-3-[methyl-(3-trifluoromethyl-benzenesulfonyl)-amino]-3-phenyl-propionamide (0.12 g). MS: 545.1 (M+1). This aldehyde (0.12 g) was converted to 3-[methyl-(3-trifluoromethyl-... Reactants: C(C)(C)(C)N1N=C(C=C1C=1SC=CC1)CCC=O (3-(1-tert-butyl-5-(thiophene-2-yl)-1H-pyrazol-3-yl)propanal), [BH-](OC(=O)C)(OC(=O)C)OC(=O)C.[Na+] (NaBH(OAc)3), CC1N(CCNC1)C=1C=C(C=CC1)C (2-methyl-1-m-tolylpiperazine), CCN(C(C)C)C(C)C (DIPEA). The product is C(C)(C)(C)N1N=C(C=C1C=1SC=CC1)CCCN1CC(N(CC1)C=1C=C(C=CC1)C)C (4-(3-(1-tert-butyl-5-(thiophene-2-yl)-1H-pyrazol-3-yl)propyl)-2-methyl-1-m-tolylpiperazine). Reaction SMILES: [C:1]([N:5]1[C:9]([C:10]2[S:11][CH:12]=[CH:13][CH:14]=2)=[CH:8][C:7]([CH2:15][CH2:16][CH:17]=O)=[N:6]1)([CH3:4])([CH3:3])[CH3:2].[CH3:19][CH:20]1[CH2:25][NH:24][CH2:23][CH2:22][N:21]1[C:26]1[CH:27]=[C:28]([CH3:32])[CH:29]=[CH:30][CH:31]=1.CCN(C(C)C)C(C)C.[BH-](OC(C)=O)(OC(C)=O)OC(C)=O.[Na+]>>[C:1]([N:5]1[C:9]([C:10]2[S:11][CH:12]=[CH:13][CH:14]=2)=[CH:8][C:7]([CH2:15][CH2:16][CH2:17][N:24]2[CH2:23][CH2:22][N:21]([C:26]3[CH:27]=[C:28]([CH3:32])[CH:29]=[CH:30][CH:31]=3)[CH:20]([CH3:19])[CH2:25]2)=[N:6]1)([CH3:4])([CH3:3])[CH3:2] |f:3.4|. Procedure details: 89 mg (99%) of target compound was obtained by using a method same as in Example 1 by using 3-(1-tert-butyl-5-(thiophene-2-yl)-1H-pyrazol-3-yl)propanal (50 mg, 0.191 mmol), 2-methyl-1-m-tolylpiperazine (36 mg, 0.191 mmol), DIPEA (0.050 mL, 0.287 mmol) and NaBH(OAc)3 (121 mg, 0.573 mmol).